This data is from the Open Reaction Database (ORD), a public repository of structured organic reaction records. The task is: describe an organic reaction: reactants, conditions, products, and yield The reactants are FC1=C(OC=2C(=CC(=C(C(=O)Cl)C2)C)[N+](=O)[O-])C=CC(=C1)F (5-(2,4-difluorophenoxy)-2-methyl-4-nitrobenzoyl chloride), S(O)(O)(=O)=O (sulfuric acid), C(CC(=O)OCC)(=O)OCC (diethyl malonate), [Mg] (magnesium). The solvent is CCOCC (ether), CCOCC (ether), CCOCC (ether), C(Cl)(Cl)(Cl)Cl (carbon tetrachloride), C(C)O (ethanol), C(C)O (ethanol). Reaction conditions: time 1 hour. Product: FC1=C(OC=2C(=CC(=C(C(=O)C(C(=O)OCC)C(=O)OCC)C2)C)[N+](=O)[O-])C=CC(=C1)F (diethyl 5-(2,4-difluorophenoxy)-2-methyl-4-nitrobenzoylmalonate). Yield: 95.3%. RXN SMILES: [C:1]([O:9][CH2:10][CH3:11])(=[O:8])[CH2:2][C:3]([O:5][CH2:6][CH3:7])=[O:4].[Mg].[F:13][C:14]1[CH:33]=[C:32]([F:34])[CH:31]=[CH:30][C:15]=1[O:16][C:17]1[C:18]([N+:27]([O-:29])=[O:28])=[CH:19][C:20]([CH3:26])=[C:21]([CH:25]=1)[C:22](Cl)=[O:23].S(=O)(=O)(O)O>CCOCC.C(Cl)(Cl)(Cl)Cl.C(O)C>[F:13][C:14]1[CH:33]=[C:32]([F:34])[CH:31]=[CH:30][C:15]=1[O:16][C:17]1[C:18]([N+:27]([O-:29])=[O:28])=[CH:19][C:20]([CH3:26])=[C:21]([CH:25]=1)[C:22]([CH:2]([C:3]([O:5][CH2:6][CH3:7])=[O:4])[C:1]([O:9][CH2:10][CH3:11])=[O:8])=[O:23]. Reported procedure: A mixture of 5-(2,4-difluorophenoxy)-2-methyl-4-nitrobenzoic acid (1.4 g) and phosphorus pentachloride (1 g) in benzene (10 ml) was stirred for 1 hour at room temperature. The mixture was concentrated under reduced pressure to give an oil of 5-(2,4-difluorophenoxy)-2-methyl-4-nitrobenzoyl chloride (1.6 g). A solution of diethyl malonate (0.88 g) and ethanol (0.5 ml) in ether (5 ml) was added dropwise to a stirred solution of magnesium (132 mg), ethanol (0.2 ml), and carbon tetrachloride (0.3 ml)... Reactants: CO, Nc1nc(NC2CC2)c2ncn(C3COC(COC(=O)c4ccccc4)O3)c2n1, N. Yields the product Nc1nc(NC2CC2)c2ncn(C3COC(CO)O3)c2n1. Reaction SMILES: [CH3:31][OH:32].[NH2:1][c:2]1[n:3][c:4]([NH:26][CH:27]2[CH2:28][CH2:29]2)[c:5]2[n:6][cH:7][n:8]([CH:11]3[O:12][CH:13]([CH2:16][O:17][C:18](=[O:19])[c:20]4[cH:21][cH:22][cH:23][cH:24][cH:25]4)[O:14][CH2:15]3)[c:9]2[n:10]1.[NH3:30]>>[NH2:1][c:2]1[n:3][c:4]([NH:26][CH:27]2[CH2:28][CH2:29]2)[c:5]2[n:6][cH:7][n:8]([CH:11]3[O:12][CH:13]([CH2:16][OH:17])[O:14][CH2:15]3)[c:9]2[n:10]1. Reactants: C(C)(=O)C1=NN(C2=CC(=C(C=C12)OC)OC)CC(=O)OC(C)(C)C (tert-butyl 2-(3-acetyl-5,6-dimethoxy-1H-indazol-1-yl)acetate), C(C)(=O)C1=CN(C2=CC=C(C=C12)OC(F)(F)F)CC(=O)O ((3-acetyl-5-trifluoromethoxy-indol-1-yl)-acetic acid). Product: C(C)(=O)C1=NN(C2=CC(=C(C=C12)OC)OC)CC(=O)O (2-(3-Acetyl-5,6-dimethoxy-1H-indazol-1-yl)acetic acid). Reaction SMILES: [C:1]([C:4]1[C:12]2[C:7](=[CH:8][C:9]([O:15][CH3:16])=[C:10]([O:13][CH3:14])[CH:11]=2)[N:6]([CH2:17][C:18]([O:20]C(C)(C)C)=[O:19])[N:5]=1)(=[O:3])[CH3:2].C(C1C2C(=CC=C(OC(F)(F)F)C=2)N(CC(O)=O)C=1)(=O)C>>[C:1]([C:4]1[C:12]2[C:7](=[CH:8][C:9]([O:15][CH3:16])=[C:10]([O:13][CH3:14])[CH:11]=2)[N:6]([CH2:17][C:18]([OH:20])=[O:19])[N:5]=1)(=[O:3])[CH3:2]. Reported procedure: The title compound was prepared from tert-butyl 2-(3-acetyl-5,6-dimethoxy-1H-indazol-1-yl)acetate in a similar manner as described in step C of Scheme A13 for the preparation of (3-acetyl-5-trifluoromethoxy-indol-1-yl)-acetic acid. MS: 279 [M+H]+; tR (HPLC conditions k): 2.73 min. Reactants: C(C)(C)(C)OC=1C=C(C2=C(N=C(S2)OC(C)C)C1)C(CCl)=O (1-(5-tert-butoxy-2-isopropoxybenzo[d]thiazol-7-yl)-2-chloro-ethanone). The reagents and catalysts are CC1=CC=C(C=C1)C(C)C.CC1=CC=C(C=C1)S(=O)(=O)[N-][C@@H](C2=CC=CC=C2)[C@H](C3=CC=CC=C3)N.Cl[Ru+] (RuCl(p-cymene)[(S,S)-Ts-DPEN]). Run in CO.CN(C)C=O (methanol DMF). Run at temperature 30 celsius. Product: C(C)(C)(C)OC=1C=C(C2=C(N=C(S2)OC(C)C)C1)[C@H](CCl)O ((R)-1-(5-tert-Butoxy-2-isopropoxy-benzothiazol-7-yl)-2-chloro-ethanol). Yield: 102.2%. As a reaction SMILES: [C:1]([O:5][C:6]1[CH:7]=[C:8]([C:19](=[O:22])[CH2:20][Cl:21])[C:9]2[S:13][C:12]([O:14][CH:15]([CH3:17])[CH3:16])=[N:11][C:10]=2[CH:18]=1)([CH3:4])([CH3:3])[CH3:2]>CO.CN(C=O)C.CC1C=CC(C(C)C)=CC=1.CC1C=CC(S([N-][C@H]([C@@H](N)C2C=CC=CC=2)C2C=CC=CC=2)(=O)=O)=CC=1.Cl[Ru+]>[C:1]([O:5][C:6]1[CH:7]=[C:8]([C@@H:19]([OH:22])[CH2:20][Cl:21])[C:9]2[S:13][C:12]([O:14][CH:15]([CH3:16])[CH3:17])=[N:11][C:10]=2[CH:18]=1)([CH3:2])([CH3:3])[CH3:4] |f:1.2,3.4.5|. Procedure details: A suspension of 1-(5-tert-butoxy-2-isopropoxybenzo[d]thiazol-7-yl)-2-chloro-ethanone (70 g, 204.8 mmol) and RuCl(p-cymene)[(S,S)-Ts-DPEN] (1.954 g, 3.07 mmol) in methanol/DMF (1330 ml/70 ml) was degassed and refilled with N2 three times. A degassed preformed mixture of formic acid (28.3 g) in Et3N (124.3 g) was added slowly while keeping the internal temperature between 15 to 20° C. The resulting yellow suspension was warmed up to 30° C. After 2 h the reaction mixture is cooled to 25° C., water ... Reactants: COC(=O)C(C1CCCC(=O)C1)S(=O)(=O)c1cccc2ccccc12, CI, [H-], [Na+], CN(C)C=O. The product is COC(=O)C(C)(C1CCCC(=O)C1)S(=O)(=O)c1cccc2ccccc12. As a reaction SMILES: [CH3:1][O:2][C:3]([CH:4]([CH:5]1[CH2:6][C:7](=[O:11])[CH2:8][CH2:9][CH2:10]1)[S:12](=[O:13])(=[O:14])[c:15]1[cH:16][cH:17][cH:18][c:19]2[cH:20][cH:21][cH:22][cH:23][c:24]12)=[O:25].[CH3:28][I:29].[H-:27].[Na+:26].[O:30]=[CH:31][N:32]([CH3:33])[CH3:34]>>[CH3:1][O:2][C:3]([C:4]([CH:5]1[CH2:6][C:7](=[O:11])[CH2:8][CH2:9][CH2:10]1)([S:12](=[O:13])(=[O:14])[c:15]1[cH:16][cH:17][cH:18][c:19]2[cH:20][cH:21][cH:22][cH:23][c:24]12)[CH3:28])=[O:25]. Reactants: O=C([O-])[O-], CO, [Cs+], [Cs+], Cc1ccc(S(=O)(=O)n2ccc3c(CN4C(=O)CCCC45CCN(c4nc6ccccc6o4)CC5)cccc32)cc1. The product is O=C1CCCC2(CCN(c3nc4ccccc4o3)CC2)N1Cc1cccc2[nH]ccc12. RXN SMILES: [C:1](=[O:2])([O-:3])[O-:4].[CH3:48][OH:49].[Cs+:5].[Cs+:6].[o:7]1[c:8]([N:16]2[CH2:17][CH2:18][C:19]3([CH2:20][CH2:21][CH2:22][C:23](=[O:45])[N:24]3[CH2:25][c:26]3[c:27]4[cH:28][cH:29][n:30]([S:35]([c:36]5[cH:37][cH:38][c:39]([CH3:40])[cH:41][cH:42]5)(=[O:43])=[O:44])[c:31]4[cH:32][cH:33][cH:34]3)[CH2:46][CH2:47]2)[n:9][c:10]2[c:11]1[cH:12][cH:13][cH:14][cH:15]2>>[o:7]1[c:8]([N:16]2[CH2:17][CH2:18][C:19]3([CH2:20][CH2:21][CH2:22][C:23](=[O:45])[N:24]3[CH2:25][c:26]3[c:27]4[cH:28][cH:29][nH:30][c:31]4[cH:32][cH:33][cH:34]3)[CH2:46][CH2:47]2)[n:9][c:10]2[c:11]1[cH:12][cH:13][cH:14][cH:15]2. Reactants: ClC=1N=NC(=CC1)Cl (3,6-Dichloropyridazine), OS(=O)(=O)O (H2SO4), C1(CCC1)C(=O)O (cyclobutane carboxylic acid). The solvent is O (water). Conditions: temperature 70 celsius. Product: ClC=1N=NC(=CC1C1CCC1)Cl (3,6-Dichloro-4-cyclobutylpyridazine). The yield is 98.3%. Reaction SMILES: [Cl:1][C:2]1[N:3]=[N:4][C:5]([Cl:8])=[CH:6][CH:7]=1.OS(O)(=O)=O.[CH:14]1(C(O)=O)[CH2:17][CH2:16][CH2:15]1>O>[Cl:1][C:2]1[N:3]=[N:4][C:5]([Cl:8])=[CH:6][C:7]=1[CH:14]1[CH2:17][CH2:16][CH2:15]1. Procedure: 3,6-Dichloropyridazine (10 g) was suspended in water (200 ml), H2SO4 (19.7 g) and cyclobutane carboxylic acid (32.7 g) were added and the reaction degassed under N2 at 70° C. Silver nitrate (2.28 g) was added followed by dropwise addition of ammonium persulfate (45.9 g) in water (120 ml). After an additional 1 hour heating at 70° C., the reaction was poured onto ice, basified to pH 8-9 with aqueous ammonium hydroxide and extracted into ethyl acetate (3×500 ml), dried (MgSO4) and evaporated to dr... The product is O=C(c1ccc(-c2ccc(CC3CCN(N4CCC(O)CC4)C3=O)c(Cl)c2)cc1)N1CCC(F)(F)CC1. The reactants are C1CCOC1, CC(C)[Si](OC1CCN(N2CCC(Cc3ccc(-c4ccc(C(=O)N5CCC(F)(F)CC5)cc4)cc3Cl)C2=O)CC1)(C(C)C)C(C)C, O=C(O)C(F)(F)F, O. Reaction SMILES: [CH2:56]1[O:57][CH2:58][CH2:59][CH2:60]1.[Cl:1][c:2]1[cH:3][c:4](-[c:32]2[cH:33][cH:34][c:35]([C:38](=[O:39])[N:40]3[CH2:41][CH2:42][C:43]([F:46])([F:47])[CH2:44][CH2:45]3)[cH:36][cH:37]2)[cH:5][cH:6][c:7]1[CH2:8][CH:9]1[C:10](=[O:31])[N:11]([N:14]2[CH2:15][CH2:16][CH:17]([O:20][Si:21]([CH:22]([CH3:23])[CH3:24])([CH:25]([CH3:26])[CH3:27])[CH:28]([CH3:29])[CH3:30])[CH2:18][CH2:19]2)[CH2:12][CH2:13]1.[F:49][C:50]([F:51])([F:52])[C:53]([OH:54])=[O:55].[OH2:48]>>[Cl:1][c:2]1[cH:3][c:4](-[c:32]2[cH:33][cH:34][c:35]([C:38](=[O:39])[N:40]3[CH2:41][CH2:42][C:43]([F:46])([F:47])[CH2:44][CH2:45]3)[cH:36][cH:37]2)[cH:5][cH:6][c:7]1[CH2:8][CH:9]1[C:10](=[O:31])[N:11]([N:14]2[CH2:15][CH2:16][CH:17]([OH:20])[CH2:18][CH2:19]2)[CH2:12][CH2:13]1. Starting materials: O1CCOC2=C1C=CC(=C2)N (1,4-benzodioxan-6-amine), C[Si](C)(C)[N-][Si](C)(C)C.[Na+] (sodium bis(trimethylsilyl)amide), ClCCl (dichloromethane), FC1=CC=C(C#N)C=C1 (4-fluorobenzonitrile). The solvent is O1CCCC1 (tetrahydrofuran), [Cl-].[Na+].O (brine). Conditions: time 20 minute. Yields the product O1CCOC2=C1C=CC(=C2)NC(=N)C2=CC=C(C=C2)F (N-(2,3-Dihydro-1,4-benzodioxin-6-yl)-4-fluorobenzenecarboxamidine). As a reaction SMILES: [O:1]1[C:6]2[CH:7]=[CH:8][C:9]([NH2:11])=[CH:10][C:5]=2[O:4][CH2:3][CH2:2]1.C[Si]([N-][Si](C)(C)C)(C)C.[Na+].[F:22][C:23]1[CH:30]=[CH:29][C:26]([C:27]#[N:28])=[CH:25][CH:24]=1.ClCCl>O1CCCC1.[Cl-].[Na+].O>[O:1]1[C:6]2[CH:7]=[CH:8][C:9]([NH:11][C:27]([C:26]3[CH:29]=[CH:30][C:23]([F:22])=[CH:24][CH:25]=3)=[NH:28])=[CH:10][C:5]=2[O:4][CH2:3][CH2:2]1 |f:1.2,6.7.8|. Reported procedure: To a solution of 2.39 g (15.8 mmol) of 1,4-benzodioxan-6-amine in 30 mL of tetrahydrofuran at ambient temperature was added 8.7 mL (17.4 mmol) of 2.0 M (in tetrahydrofuran) sodium bis(trimethylsilyl)amide and the resulting solution was stirred for 20 min. To this reaction mixture was added 1.91 g (15.8 mmol) of 4-fluorobenzonitrile all at once. The resulting mixture was stirred at ambient temperature overnight and then poured into brine (50 mL) and dichloromethane (150 mL). The organic layer was... The reactants are [N+](=O)([O-])C=1C=C(C=CC1)[C@@H](C)NC1=NC=NC2=C(C=CC=C12)C(=O)N (4-{[(1R)-1-(3-nitrophenyl)ethyl]amino}quinazoline-8-carboxamide). Run in CO (methanol). Run at time 3 hour. The product is NC=1C=C(C=CC1)[C@@H](C)NC1=NC=NC2=C(C=CC=C12)C(=O)N (4-{[(1R)-1-(3-aminophenyl)ethyl]amino}quinazoline-8-carboxamide). Reaction SMILES: [N+:1]([C:4]1[CH:5]=[C:6]([C@H:10]([NH:12][C:13]2[C:22]3[C:17](=[C:18]([C:23]([NH2:25])=[O:24])[CH:19]=[CH:20][CH:21]=3)[N:16]=[CH:15][N:14]=2)[CH3:11])[CH:7]=[CH:8][CH:9]=1)([O-])=O>CO>[NH2:1][C:4]1[CH:5]=[C:6]([C@H:10]([NH:12][C:13]2[C:22]3[C:17](=[C:18]([C:23]([NH2:25])=[O:24])[CH:19]=[CH:20][CH:21]=3)[N:16]=[CH:15][N:14]=2)[CH3:11])[CH:7]=[CH:8][CH:9]=1. Reported procedure: A suspension of 4-{[(1R)-1-(3-nitrophenyl)ethyl]amino}quinazoline-8-carboxamide (1.50 g, 4.45 mmol) in methanol (125 mL) was shaken for 3 h in a